This data is from the Open Reaction Database (ORD), a public repository of structured organic reaction records. The task is: describe an organic reaction: reactants, conditions, products, and yield Reactants: C(#N)C1=CC=C(CNC(C(OC)C2=CC=C(C=C2)O)=O)C=C1 ((RS)-N-(4-cyano-benzyl)-2-(4-hydroxy-phenyl)-2-methoxy-acetamide), IC(C)C.C([O-])([O-])=O.[Cs+].[Cs+] (2-iodopropane cesium carbonate). The solvent is CN(C)C=O (DMF). The product is C(#N)C1=CC=C(CNC(C(OC)C2=CC=C(C=C2)OC(C)C)=O)C=C1 ((RS)-N-(4-cyano-benzyl)-2-(4-isopropoxy-phenyl)-2-methoxy-acetamide). Reaction SMILES: [C:1]([C:3]1[CH:22]=[CH:21][C:6]([CH2:7][NH:8][C:9](=[O:20])[CH:10]([C:13]2[CH:18]=[CH:17][C:16]([OH:19])=[CH:15][CH:14]=2)[O:11][CH3:12])=[CH:5][CH:4]=1)#[N:2].I[CH:24]([CH3:26])[CH3:25].C(=O)([O-])[O-].[Cs+].[Cs+]>CN(C=O)C>[C:1]([C:3]1[CH:4]=[CH:5][C:6]([CH2:7][NH:8][C:9](=[O:20])[CH:10]([C:13]2[CH:18]=[CH:17][C:16]([O:19][CH:24]([CH3:26])[CH3:25])=[CH:15][CH:14]=2)[O:11][CH3:12])=[CH:21][CH:22]=1)#[N:2] |f:1.2.3.4|. Reported procedure: In analogy to example 16.4, (RS)-N-(4-cyano-benzyl)-2-(4-hydroxy-phenyl)-2-methoxy-acetamide (example 21.2) was alkylated with 2-iodopropane/cesium carbonate in DMF to give (RS)-N-(4-cyano-benzyl)-2-(4-isopropoxy-phenyl)-2-methoxy-acetamide as a colorless solid. MS 339.2 ([M+H]+) Reactants: C(C1=CC=CC=C1)OC=1C=CC(=[N+](C1)[O-])C(CNC(C)(C)C)O (5-benzyloxy-2-(1-hydroxy-2-tert-butylaminoethyl)pyridine N-oxide), OC=1C=CC(=NC1)C(C)NC(C)(C)C (5-hydroxy-2-(1-tert-butylaminoethyl)pyridine). Reagents/catalysts: [Pd] (palladium on carbon). Run at time 6 hour. Product: OC=1C=CC(=NC1)C(CNC(C)(C)C)O (5-Hydroxy-2-(1-hydroxy-2-tert-butylaminoethyl)-pyridine). Reaction SMILES: C([O:8][C:9]1[CH:10]=[CH:11][C:12]([CH:16]([OH:23])[CH2:17][NH:18][C:19]([CH3:22])([CH3:21])[CH3:20])=[N+:13]([O-])[CH:14]=1)C1C=CC=CC=1.OC1C=CC(C(NC(C)(C)C)C)=NC=1>[Pd]>[OH:8][C:9]1[CH:10]=[CH:11][C:12]([CH:16]([OH:23])[CH2:17][NH:18][C:19]([CH3:21])([CH3:20])[CH3:22])=[N:13][CH:14]=1. Reported procedure: Into a 250 ml. Parr bottle there were introduced 250 mg. (0.79 mmole) of 5-benzyloxy-2-(1-hydroxy-2-tert-butylaminoethyl)pyridine N-oxide and 125 mg. of 5% palladium on carbon of 45 psi. The mixture was shaken at room temperature for 6 hours. The catalyst was removed by filtration under a nitrogen atmosphere followed by removel of the solvent in vacuo to give the product which was triturated with isopropanol and filtered. In this manner, there was obtained 175 mg. (75%) of 5-hydroxy-2-(1-tert-bu...